Dataset: the Open Reaction Database (ORD), a public repository of structured organic reaction records. Task: describe an organic reaction: reactants, conditions, products, and yield The reactants are COc1ccc([N+](=O)[O-])cc1COCC1(c2ccccc2)CCN(C(=O)OC(C)(C)C)CC1, CO, [Pd]. Product: COc1ccc(N)cc1COCC1(c2ccccc2)CCN(C(=O)OC(C)(C)C)CC1. Reaction SMILES: [CH3:1][O:2][c:3]1[c:4]([CH2:5][O:6][CH2:7][C:8]2([c:21]3[cH:22][cH:23][cH:24][cH:25][cH:26]3)[CH2:9][CH2:10][N:11]([C:14](=[O:15])[O:16][C:17]([CH3:18])([CH3:19])[CH3:20])[CH2:12][CH2:13]2)[cH:27][c:28]([N+:31]([O-:32])=[O:33])[cH:29][cH:30]1.[CH3:34][OH:35].[Pd:36]>>[CH3:1][O:2][c:3]1[c:4]([CH2:5][O:6][CH2:7][C:8]2([c:21]3[cH:22][cH:23][cH:24][cH:25][cH:26]3)[CH2:9][CH2:10][N:11]([C:14](=[O:15])[O:16][C:17]([CH3:18])([CH3:19])[CH3:20])[CH2:12][CH2:13]2)[cH:27][c:28]([NH2:31])[cH:29][cH:30]1. Reactants: BrB(Br)Br, ClCCl, CO, COC(=O)CCCCc1noc(-c2ccccc2OC)n1. Yields the product COC(=O)CCCCc1noc(-c2ccccc2O)n1. Reaction SMILES: [B:1]([Br:2])([Br:3])[Br:4].[CH2:28]([Cl:29])[Cl:30].[CH3:26][OH:27].[CH3:5][O:6][c:7]1[c:8](-[c:13]2[n:14][c:15]([CH2:18][CH2:19][CH2:20][CH2:21][C:22](=[O:23])[O:24][CH3:25])[n:16][o:17]2)[cH:9][cH:10][cH:11][cH:12]1>>[OH:6][c:7]1[c:8](-[c:13]2[n:14][c:15]([CH2:18][CH2:19][CH2:20][CH2:21][C:22](=[O:23])[O:24][CH3:25])[n:16][o:17]2)[cH:9][cH:10][cH:11][cH:12]1. The reactants are [Mg] (Magnesium), BrC=1C=C(C(=CC1)OC)OC (4-bromoveratrole), BrCCBr (1,2-dibromoethane), C1(=CC=CC=C1)S(=O)(=O)C1OC(CC1)OC (2-benzenesulphonyl-5-methoxytetrahydrofuran), solution. The reagents and catalysts are [Zn+2].[Br-].[Br-] (ZnBr2). Run in C1CCOC1 (THF), C1CCOC1 (THF), C1CCOC1 (THF), C1CCOC1 (THF). Conditions: time 0.5 hour. The product is COC=1C=C(C=CC1OC)C1OC(CC1)OC (2-(3,4-dimethoxyphenyl)-5-methoxytetrahydrofuran). Isolated yield 81.3%. Reaction SMILES: [Mg].BrCCBr.Br[C:7]1[CH:8]=[C:9]([O:15][CH3:16])[C:10]([O:13][CH3:14])=[CH:11][CH:12]=1.C1(S([CH:26]2[CH2:30][CH2:29][CH:28]([O:31][CH3:32])[O:27]2)(=O)=O)C=CC=CC=1>C1COCC1.[Zn+2].[Br-].[Br-]>[CH3:16][O:15][C:9]1[CH:8]=[C:7]([CH:26]2[CH2:30][CH2:29][CH:28]([O:31][CH3:32])[O:27]2)[CH:12]=[CH:11][C:10]=1[O:13][CH3:14] |f:5.6.7|. Reported procedure: Magnesium (2.18 g, 0.091M) was placed in a 3-necked flask containing dry THF (10 ml) and 1,2-dibromoethane (0.2 ml). A solution of 4-bromoveratrole (18.0 g, 0.086M) in THF (50 ml) was added dropwise, with warming to initiate reaction. The resulting solution was heated at reflux for 0.75 h then cooled to room temperature and cannulated into a 1M solution of ZnBr2 in THF (50 ml, 0.05M) and stirred for 0.5 h at room temperature. A solution of 2-benzenesulphonyl-5-methoxytetrahydrofuran (10.0 g, 0.0... Starting materials: [Br-], C1CCOC1, CCOCC, COc1ccc(S(=O)(=O)N2CC=CCC3C(=O)N(OC(c4ccccc4)c4ccccc4)C(=O)C32)cc1, [Mg+]c1ccccc1. Product: COc1ccc(S(=O)(=O)N2CC=CCC(C(=O)c3ccccc3)C2C(=O)NOC(c2ccccc2)c2ccccc2)cc1. As a reaction SMILES: [Br-:38].[CH2:46]1[O:47][CH2:48][CH2:49][CH2:50]1.[CH3:51][CH2:52][O:53][CH2:54][CH3:55].[CH:1]([c:2]1[cH:3][cH:4][cH:5][cH:6][cH:7]1)([c:8]1[cH:9][cH:10][cH:11][cH:12][cH:13]1)[O:14][N:15]1[C:16](=[O:37])[CH:17]2[N:18]([S:26](=[O:27])(=[O:28])[c:29]3[cH:30][cH:31][c:32]([O:35][CH3:36])[cH:33][cH:34]3)[CH2:19][CH:20]=[CH:21][CH2:22][CH:23]2[C:24]1=[O:25].[c:39]1([Mg+:45])[cH:40][cH:41][cH:42][cH:43][cH:44]1>>[CH:1]([c:2]1[cH:3][cH:4][cH:5][cH:6][cH:7]1)([c:8]1[cH:9][cH:10][cH:11][cH:12][cH:13]1)[O:14][NH:15][C:16]([CH:17]1[N:18]([S:26](=[O:27])(=[O:28])[c:29]2[cH:30][cH:31][c:32]([O:35][CH3:36])[cH:33][cH:34]2)[CH2:19][CH:20]=[CH:21][CH2:22][CH:23]1[C:24](=[O:25])[c:39]1[cH:40][cH:41][cH:42][cH:43][cH:44]1)=[O:37]. Starting materials: C([O-])([O-])=O.[K+].[K+] (Potassium carbonate), C(=O)O[C@H]([C@@H](C(=O)O)CCN1N=NC2=C(C1=O)C=CC=C2)CCC2=CC=C(C=C2)C=2C=NC=NC2 ((2S,3S)-3-(formyloxy)-2-[2-(4-oxo-1,2,3-benzotriazin-3(4H)-yl)ethyl]-5-(4-pyrimidin-5-ylphenyl)pentanoic acid), O1CCCC1 (tetrahydrofuran). The solvent is CO (methanol). Conditions: time 3 hour. Product: O[C@H]([C@@H](C(=O)O)CCN1N=NC2=C(C1=O)C=CC=C2)CCC2=CC=C(C=C2)C2=CC=C(C=C2)OC ((2S,3S)-3-hydroxy-5-(4′-methoxybiphenyl-4-yl)-2-[2-(4-oxo-1,2,3-benzotriazin-3(4H)-yl)ethyl]pentanoic acid). As a reaction SMILES: [C:1](=[O:4])([O-])[O-].[K+].[K+].C([O:9][C@@H:10]([CH2:28][CH2:29][C:30]1[CH:35]=[CH:34][C:33]([C:36]2[CH:37]=NC=N[CH:41]=2)=[CH:32][CH:31]=1)[C@H:11]([CH2:15][CH2:16][N:17]1[C:22](=[O:23])[C:21]2[CH:24]=[CH:25][CH:26]=[CH:27][C:20]=2[N:19]=[N:18]1)[C:12]([OH:14])=[O:13])=O.O1C[CH2:45][CH2:44][CH2:43]1>CO>[OH:9][C@@H:10]([CH2:28][CH2:29][C:30]1[CH:31]=[CH:32][C:33]([C:36]2[CH:41]=[CH:45][C:44]([O:4][CH3:1])=[CH:43][CH:37]=2)=[CH:34][CH:35]=1)[C@H:11]([CH2:15][CH2:16][N:17]1[C:22](=[O:23])[C:21]2[CH:24]=[CH:25][CH:26]=[CH:27][C:20]=2[N:19]=[N:18]1)[C:12]([OH:14])=[O:13] |f:0.1.2|. Procedure: Potassium carbonate (0.151 g) was added to a solution of the compound obtained from step h above (0.5 g) in methanol (5 mL) and tetrahydrofuran (5 mL) at 0° C. The reaction mixture was stirred at room temperature for 3 hours. The solvents were evaporated and the residue was taken into water and ethyl acetate. The organic layer was washed with water and brine solution, and dried over anhydrous sodium sulphate. The solvent was evaporated under reduced pressure to obtain a residue which was purifie... The reactants are O (Water), NC1=CC=NC=C1 (4-aminopyridine), N1=CC=CC=C1 (pyridine), ClC(=O)OCC(Cl)(Cl)Cl (2,2,2-trichloroethyl chloroformate). The product is N1=CC=C(C=C1)NC(OCC(Cl)(Cl)Cl)=O (2,2,2-Trichloroethyl pyridin-4-ylcarbamate). Procedure: To a solution of 4-aminopyridine (1.00 g, 10.6 mmol) and pyridine (1.01 ml, 12.7 mmol) in tetrahydrofuran (35 ml) was added, under ice-cooling, 2,2,2-trichloroethyl chloroformate (1.76 ml, 12.7 mmol), and the mixture was stirred at room temperature for 2 hours. Water was poured to the reaction mixture, and the resulting solution was extracted with ethyl acetate. The extract was washed with water and dried over anhydrous magnesium sulfate, and the solvent was distilled off under reduced pressure.... The solvent is O1CCCC1 (tetrahydrofuran). As a reaction SMILES: [NH2:1][C:2]1[CH:7]=[CH:6][N:5]=[CH:4][CH:3]=1.N1C=CC=CC=1.Cl[C:15]([O:17][CH2:18][C:19]([Cl:22])([Cl:21])[Cl:20])=[O:16].O>O1CCCC1>[N:5]1[CH:6]=[CH:7][C:2]([NH:1][C:15](=[O:16])[O:17][CH2:18][C:19]([Cl:22])([Cl:21])[Cl:20])=[CH:3][CH:4]=1. Reactants: CC1=CC=C(C=C1)S(=O)(=O)OC[C@H]1COC=2C(=C3N=CC=NC3=CC2)O1 ((2R)-2,3-dihydro[1,4]dioxino[2,3-f]quinoxalin-2-ylmethyl 4-methylbenzenesulfonate), N1CCC(=CC1)C1=CNC2=CC=CC=C12 (3-(1,2,3,6-tetrahydro-4-pyridinyl)-1H-indole). The solvent is C(C)(=O)OCC (ethyl acetate), CS(=O)C (methyl sulfoxide). Run at temperature 80 celsius. The product is N1C=C(C2=CC=CC=C12)C=1CCN(CC1)CC1COC=2C(=C3N=CC=NC3=CC2)O1 ([(4-(1H-Indol-3-yl)-3,6-dihydro-1(2H)-pyridinyl]methyl}-2,3-dihydro[1,4]dioxino[2,3-f]quinoxaline). Reaction SMILES: CC1C=CC(S(O[CH2:12][C@@H:13]2[O:26][C:17]3=[C:18]4[C:23](=[CH:24][CH:25]=[C:16]3[O:15][CH2:14]2)[N:22]=[CH:21][CH:20]=[N:19]4)(=O)=O)=CC=1.[NH:27]1[CH2:32][CH:31]=[C:30]([C:33]2[C:41]3[C:36](=[CH:37][CH:38]=[CH:39][CH:40]=3)[NH:35][CH:34]=2)[CH2:29][CH2:28]1>CS(C)=O.C(OCC)(=O)C>[NH:35]1[C:36]2[C:41](=[CH:40][CH:39]=[CH:38][CH:37]=2)[C:33]([C:30]2[CH2:31][CH2:32][N:27]([CH2:12][CH:13]3[O:26][C:17]4=[C:18]5[C:23](=[CH:24][CH:25]=[C:16]4[O:15][CH2:14]3)[N:22]=[CH:21][CH:20]=[N:19]5)[CH2:28][CH:29]=2)=[CH:34]1. Procedure details: To a solution of (2R)-2,3-dihydro[1,4]dioxino[2,3-f]quinoxalin-2-ylmethyl 4-methylbenzenesulfonate (0.300 g, 0.856 mmole) in methyl sulfoxide (20 mL) was added 3-(1,2,3,6-tetrahydro-4-pyridinyl)-1H-indole (0.639 g, 3.222 mmole) and the reaction mixture was heated to 80° C. for 12 hours. The reaction mixture was allowed to cool to room temperature and was diluted with ethyl acetate (200 mL), washed with water (2×100 mL), aqueous sodium chloride (100 mL), dried (magnesium sulfate) and the solvent ... The reactants are C=C1CC(=O)O1 (diketene), resultant mixture, NC=1C=NC2=C(C=C(C=C2C1C1=C(C=CC=C1)Cl)C)C (3-amino-4-(2-chlorophenyl)-6,8-dimethylquinoline), C1=CC=CC=C1 (benzene), NC1=C(C=CC=C1)S (2-aminothiophenol). Reagents/catalysts: C(C)N(CC)CC (triethylamine). Solvent: O (water), CS(=O)C (dimethylsulfoxide). Conditions: temperature 70 celsius. The product is ClC1=C(C=CC=C1)C1=C(C=NC2=C(C=C(C=C12)C)C)NC(=O)C=1SC2=C(NC1C)C=CC=C2 (4-(2-chlorophenyl)-6,8-dimethyl-3-(3-methyl-4H-1,4-benzothiazin-2-ylcarbonyl) aminoquinoline). Isolated yield 26.0%. As a reaction SMILES: [NH2:1][C:2]1[CH:3]=[N:4][C:5]2[C:10]([C:11]=1[C:12]1[CH:17]=[CH:16][CH:15]=[CH:14][C:13]=1[Cl:18])=[CH:9][C:8]([CH3:19])=[CH:7][C:6]=2[CH3:20].C1C=CC=CC=1.[CH2:27]=[C:28]1[O:32][C:30](=O)[CH2:29]1.[NH2:33][C:34]1[CH:39]=[CH:38][CH:37]=[CH:36][C:35]=1[SH:40]>C(N(CC)CC)C.O.CS(C)=O>[Cl:18][C:13]1[CH:14]=[CH:15][CH:16]=[CH:17][C:12]=1[C:11]1[C:10]2[C:5](=[C:6]([CH3:20])[CH:7]=[C:8]([CH3:19])[CH:9]=2)[N:4]=[CH:3][C:2]=1[NH:1][C:30]([C:29]1[S:40][C:35]2[CH:36]=[CH:37][CH:38]=[CH:39][C:34]=2[NH:33][C:28]=1[CH3:27])=[O:32]. Procedure: A mixture of 3-amino-4-(2-chlorophenyl)-6,8-dimethylquinoline (1.0 g), triethylamine (2 drops) and benzene (5 ml) was heated to 70° C., and diketene (0.25 ml) was dropwise added thereto. The mixture was further heated at 70° C. for 30 minutes, and then, dimethylsulfoxide (15 ml) and 2-aminothiophenol (0.4 g) were added thereto. The resultant mixture was heated at 130° C. for an hour, diluted with water and extracted with ethyl acetate. The ethyl acetate layer was washed with a solution of salt a... Starting materials: [Al+3], CN(C=O)CC1(N2CCCCC2)CCCCC1, [H-], [H-], [H-], [H-], [Li+]. The product is CN(C)CC1(N2CCCCC2)CCCCC1. RXN SMILES: [Al+3:19].[CH:1](=[O:2])[N:3]([CH3:4])[CH2:5][C:6]1([N:12]2[CH2:13][CH2:14][CH2:15][CH2:16][CH2:17]2)[CH2:7][CH2:8][CH2:9][CH2:10][CH2:11]1.[H-:18].[H-:21].[H-:22].[H-:23].[Li+:20]>>[CH3:1][N:3]([CH3:4])[CH2:5][C:6]1([N:12]2[CH2:13][CH2:14][CH2:15][CH2:16][CH2:17]2)[CH2:7][CH2:8][CH2:9][CH2:10][CH2:11]1.